Dataset: the Open Reaction Database (ORD), a public repository of structured organic reaction records. Task: describe an organic reaction: reactants, conditions, products, and yield The reactants are CC(=O)O[BH-](OC(C)=O)OC(C)=O, C1CCNC1, ClCCl, [Na+], O=Cc1ccc2c(c1)ncn2-c1cccc(COCc2ccccn2)c1. Yields the product c1ccc(COCc2cccc(-n3cnc4cc(CN5CCCC5)ccc43)c2)nc1. Reaction SMILES: [C:32]([O:33][BH-:34]([O:35][C:36](=[O:37])[CH3:38])[O:39][C:40](=[O:41])[CH3:42])(=[O:43])[CH3:44].[CH2:27]1[CH2:28][CH2:29][NH:30][CH2:31]1.[Cl:46][CH2:47][Cl:48].[Na+:45].[n:1]1[c:2]([CH2:7][O:8][CH2:9][c:10]2[cH:11][c:12](-[n:16]3[cH:17][n:18][c:19]4[c:20]3[cH:21][cH:22][c:23]([CH:25]=[O:26])[cH:24]4)[cH:13][cH:14][cH:15]2)[cH:3][cH:4][cH:5][cH:6]1>>[n:1]1[c:2]([CH2:7][O:8][CH2:9][c:10]2[cH:11][c:12](-[n:16]3[cH:17][n:18][c:19]4[c:20]3[cH:21][cH:22][c:23]([CH2:25][N:30]3[CH2:29][CH2:28][CH2:27][CH2:31]3)[cH:24]4)[cH:13][cH:14][cH:15]2)[cH:3][cH:4][cH:5][cH:6]1. The reactants are C(C)(=O)[O-].[NH4+] (Ammonium acetate), C1([N+](=O)[O-])=CC([N+](=O)[O-])=CC([N+](=O)[O-])=C1[O-].[NH4+] (ammonium picrate), O (water). Run in S1(=O)(=O)CCCC1 (sulfolane). Reaction conditions: temperature 177 celsius, time 2 hour. Yields the product C1=C(C=C(C(=C1[N+](=O)[O-])N)[N+](=O)[O-])[N+](=O)[O-] (picramide). Isolated yield 35.7%. As a reaction SMILES: C([O-])(=O)C.[NH4+:5].[C:6]1([C:20]([O-])=[C:16]([N+:17]([O-:19])=[O:18])[CH:15]=[C:11]([N+:12]([O-:14])=[O:13])[CH:10]=1)[N+:7]([O-:9])=[O:8].[NH4+].O>S1(CCCC1)(=O)=O>[CH:10]1[C:6]([N+:7]([O-:9])=[O:8])=[C:20]([NH2:5])[C:16]([N+:17]([O-:19])=[O:18])=[CH:15][C:11]=1[N+:12]([O-:14])=[O:13] |f:0.1,2.3|. Procedure details: Ammonium acetate (1.16 g, 15.0 mmol) and ammonium picrate (0.18 g, 0.75 mmol) are suspended in sulfolane (3 ml), stirred for 2 hr at 177° C., cooled to ambient temperature and mixed with water (30 ml). The product is collected, washed with water and dried to yield 0.061 g (32%) of picramide (Table 1, entry 7). Reactants: Cl.C(C)(C)N1C(=CC2=CC(=CC=C12)OC1CCN(CC1)C(C)C)C(=O)N1CCNCC1 ([1-isopropyl-5-(1-isopropyl-piperidin-4-yloxy)-1H-indol-2-yl]-piperazin-1-yl-methanone hydrochloride), CC(C)S(=O)(=O)Cl (2-propanesulfonyl chloride). Yields the product C(C)(C)N1C(=CC2=CC(=CC=C12)OC1CCN(CC1)C(C)C)C(=O)N1CCN(CC1)S(=O)(=O)C(C)C ([1-Isopropyl-5-(1-isopropyl-piperidin-4-yloxy)-1H-indol-2-yl]-[4-(propane-2-sulfonyl)-piperazin-1-yl]-methanone). As a reaction SMILES: Cl.[CH:2]([N:5]1[C:13]2[C:8](=[CH:9][C:10]([O:14][CH:15]3[CH2:20][CH2:19][N:18]([CH:21]([CH3:23])[CH3:22])[CH2:17][CH2:16]3)=[CH:11][CH:12]=2)[CH:7]=[C:6]1[C:24]([N:26]1[CH2:31][CH2:30][NH:29][CH2:28][CH2:27]1)=[O:25])([CH3:4])[CH3:3].[CH3:32][CH:33]([S:35](Cl)(=[O:37])=[O:36])[CH3:34]>>[CH:2]([N:5]1[C:13]2[C:8](=[CH:9][C:10]([O:14][CH:15]3[CH2:20][CH2:19][N:18]([CH:21]([CH3:23])[CH3:22])[CH2:17][CH2:16]3)=[CH:11][CH:12]=2)[CH:7]=[C:6]1[C:24]([N:26]1[CH2:27][CH2:28][N:29]([S:35]([CH:33]([CH3:34])[CH3:32])(=[O:37])=[O:36])[CH2:30][CH2:31]1)=[O:25])([CH3:3])[CH3:4] |f:0.1|. Procedure: The title compound was prepared in analogy to example 51, from [1-isopropyl-5-(1-isopropyl-piperidin-4-yloxy)-1H-indol-2-yl]-piperazin-1-yl-methanone hydrochloride and 2-propanesulfonyl chloride. Off-white solid. MS (m/z): 519.3 (M+H)+. The reactants are [Na] (sodium), Cl.CC1=CC=C(C=C1)NN (p-methylphenylhydrazine hydrochloride), C(C=C)#N (acrylonitrile). Solvent: C(C)O (ethanol). Conditions: time 5 minute. Product: NC1=NN(CC1)C1=CC=C(C=C1)C (3-Amino-1-p-tolyl-2-pyrazoline). Reaction SMILES: [Na].Cl.[CH3:3][C:4]1[CH:9]=[CH:8][C:7]([NH:10][NH2:11])=[CH:6][CH:5]=1.[C:12](#[N:15])[CH:13]=[CH2:14]>C(O)C>[NH2:15][C:12]1[CH2:13][CH2:14][N:10]([C:7]2[CH:8]=[CH:9][C:4]([CH3:3])=[CH:5][CH:6]=2)[N:11]=1 |f:1.2,^1:0|. Procedure: A 2.8 g. amount of sodium metal is dissolved in 150 ml. of absolute ethanol, then 15.86 g. of p-methylphenylhydrazine hydrochloride is added followed in 5 minutes by 5.5 g. of acrylonitrile. The reaction mixture is refluxed for 18 hours, then is evaporated to dryness in vacuo. Water is added and the separated solid is collected by filtration. The solid is dissolved in dichloromethane and passed through a short column of a hydrous magnesium silicate. The effluent is refluxed with the gradual addi... The reactants are Cc1cnc(CNCCCCN(C(=O)OC(C)(C)C)C2CC2)c(C)c1, CC#N, CCN(C(C)C)C(C)C, CC(C)(c1ccc(Cl)cc1)c1cccnc1COS(C)(=O)=O. Product: Cc1cnc(CN(CCCCN(C(=O)OC(C)(C)C)C2CC2)Cc2ncccc2C(C)(C)c2ccc(Cl)cc2)c(C)c1. Reaction SMILES: [C:1]([CH3:2])([CH3:3])([CH3:4])[O:5][C:6]([N:7]([CH2:8][CH2:9][CH2:10][CH2:11][NH:12][CH2:13][c:14]1[n:15][cH:16][c:17]([CH3:21])[cH:18][c:19]1[CH3:20])[CH:22]1[CH2:23][CH2:24]1)=[O:25].[CH3:57][C:58]#[N:59].[CH:26]([N:27]([CH2:28][CH3:29])[CH:30]([CH3:31])[CH3:32])([CH3:33])[CH3:34].[Cl:35][c:36]1[cH:37][cH:38][c:39]([C:42]([CH3:43])([CH3:44])[c:45]2[c:46]([CH2:51][O:52][S:53]([CH3:54])(=[O:55])=[O:56])[n:47][cH:48][cH:49][cH:50]2)[cH:40][cH:41]1>>[C:1]([CH3:2])([CH3:3])([CH3:4])[O:5][C:6]([N:7]([CH2:8][CH2:9][CH2:10][CH2:11][N:12]([CH2:13][c:14]1[n:15][cH:16][c:17]([CH3:21])[cH:18][c:19]1[CH3:20])[CH2:51][c:46]1[c:45]([C:42]([c:39]2[cH:38][cH:37][c:36]([Cl:35])[cH:41][cH:40]2)([CH3:43])[CH3:44])[cH:50][cH:49][cH:48][n:47]1)[CH:22]1[CH2:23][CH2:24]1)=[O:25]. The reactants are O1C=NC2=C1C=CC(=C2)C(CC)=O (1-(benzo[d]oxazol-5-yl)propan-1-one), ClCCOC1=CC=C(C=C1)C(=O)C1=CC=C(C=C1)O ((4-(2-chloroethoxy)phenyl)(4-hydroxyphenyl)methanone). The product is O1C=NC2=C1C=CC(=C2)C(=C(C2=CC=C(C=C2)OCCCl)C2=CC=C(C=C2)O)CC (4-(2-(benzo[d]oxazol-5-yl)-1-(4-(2-chloroethoxy)phenyl)but-1-enyl)phenol). Isolated yield 16.0%. RXN SMILES: [O:1]1[C:5]2[CH:6]=[CH:7][C:8]([C:10](=O)[CH2:11][CH3:12])=[CH:9][C:4]=2[N:3]=[CH:2]1.[Cl:14][CH2:15][CH2:16][O:17][C:18]1[CH:23]=[CH:22][C:21]([C:24]([C:26]2[CH:31]=[CH:30][C:29]([OH:32])=[CH:28][CH:27]=2)=O)=[CH:20][CH:19]=1>>[O:1]1[C:5]2[CH:6]=[CH:7][C:8]([C:10]([CH2:11][CH3:12])=[C:24]([C:26]3[CH:31]=[CH:30][C:29]([OH:32])=[CH:28][CH:27]=3)[C:21]3[CH:22]=[CH:23][C:18]([O:17][CH2:16][CH2:15][Cl:14])=[CH:19][CH:20]=3)=[CH:9][C:4]=2[N:3]=[CH:2]1. Procedure details: According to general procedure of McMurry reaction as example 1, step D described, 1-(benzo[d]oxazol-5-yl)propan-1-one (0.6 g, 1.0 eq) was reacted with (4-(2-chloroethoxy)phenyl)(4-hydroxyphenyl)methanone (1.42 g, 1.5 eq) to give 0.23 g desired product (15%, Z/E=1/1) as a white solid. The reactants are ClCCl, N#CCc1c(Cl)cccc1Cl, O=[N+]([O-])O, O=S(=O)(O)O. Yields the product N#CCc1c(Cl)ccc([N+](=O)[O-])c1Cl. Reaction SMILES: [Cl:16][CH2:17][Cl:18].[Cl:1][c:2]1[c:3]([CH2:9][C:10]#[N:11])[c:4]([Cl:8])[cH:5][cH:6][cH:7]1.[OH:12][N+:13]([O-:14])=[O:15].[S:19](=[O:20])(=[O:21])([OH:22])[OH:23]>>[Cl:1][c:2]1[c:3]([CH2:9][C:10]#[N:11])[c:4]([Cl:8])[cH:5][cH:6][c:7]1[N+:13](=[O:12])[O-:14]. The reactants are O=C([O-])O, CC[BH-](CC)CC, COC(=O)C1CCC(=O)N1C(=O)OC, [Li+], [Na+], C1CCOC1, O, Cc1ccc(S(=O)(=O)O)cc1. Yields the product COC(=O)C1CCC(OC)N1C(=O)OC. Reaction SMILES: [C:40](=[O:41])([OH:42])[O-:43].[CH2:15]([BH-:16]([CH2:17][CH3:18])[CH2:19][CH3:20])[CH3:21].[CH3:1][O:2][C:3](=[O:4])[N:5]1[CH:6]([C:11](=[O:12])[O:13][CH3:14])[CH2:7][CH2:8][C:9]1=[O:10].[Li+:22].[Na+:44].[O:35]1[CH2:36][CH2:37][CH2:38][CH2:39]1.[OH2:23].[c:24]1([CH3:25])[cH:26][cH:27][c:28]([S:29]([OH:30])(=[O:31])=[O:32])[cH:33][cH:34]1>>[CH3:1][O:2][C:3](=[O:4])[N:5]1[CH:6]([C:11](=[O:12])[O:13][CH3:14])[CH2:7][CH2:8][CH:9]1[O:10][CH3:15]. The reactants are N[C@H]1CN(CC1)C(=O)OC(C)(C)C ((R)-tert-butyl 3-aminopyrrolidine-1-carboxylate), C(C)OC1(CC1)O[Si](C)(C)C ((1-ethoxycyclopropoxy)trimethylsilane), C(#N)[BH3-].[Na+] (sodium cyanoborohydride), C(C)(=O)O (acetic acid). The solvent is CO (methanol). The product is C1(CC1)N[C@H]1CN(CC1)C(=O)OC(C)(C)C ((R)-tert-butyl 3-(cyclopropylamino)pyrrolidine-1-carboxylate). As a reaction SMILES: [NH2:1][C@@H:2]1[CH2:6][CH2:5][N:4]([C:7]([O:9][C:10]([CH3:13])([CH3:12])[CH3:11])=[O:8])[CH2:3]1.C(O[C:17]1(O[Si](C)(C)C)[CH2:19][CH2:18]1)C.C([BH3-])#N.[Na+].C(O)(=O)C>CO>[CH:17]1([NH:1][C@@H:2]2[CH2:6][CH2:5][N:4]([C:7]([O:9][C:10]([CH3:13])([CH3:12])[CH3:11])=[O:8])[CH2:3]2)[CH2:19][CH2:18]1 |f:2.3|. Procedure: To a solution of (R)-tert-butyl 3-aminopyrrolidine-1-carboxylate (400 mg, 2.15 mmol), (1-ethoxycyclopropoxy)trimethylsilane (1500 mg, 8.60 mmol) in methanol (30 mL) was added sodium cyanoborohydride (569 mg, 8.60 mmol) and acetic acid (0.2 mL). The mixture was stirred at reflux for 10 h. The volatiles were removed under reduced pressure. The residue was treated with water (20 mL) and extracted with ethyl acetate (3×30 mL). The combined extracts were washed with brine (3×10 mL), dried over anhydr...